From a dataset of the Open Reaction Database (ORD), a public repository of structured organic reaction records. describe an organic reaction: reactants, conditions, products, and yield Reactants: FC(C(=O)O)(F)F (trifluoroacetic acid), C(C)(C)(C)C1S(C=2C3=C(N1)C=CC=C3C=CC2)(=O)=O (2-tert-butyl-2,3-dihydro-naphtho[1,8-de][1,3]thiazin-1,1-dioxide), FC(C(=O)O)(F)F (trifluoroacetic acid). Solvent: ClCCl (dichloromethane). Conditions: time 22 hour. The product is S1(CNC2=C3C1=CC=CC3=CC=C2)(=O)=O (2,3-Dihydronaphtho[1,8-de][1,3]thiazine-1,1-dioxide). Reaction SMILES: C([CH:5]1[NH:10][C:9]2[CH:11]=[CH:12][CH:13]=[C:14]3[CH:15]=[CH:16][CH:17]=[C:7]([C:8]=23)[S:6]1(=[O:19])=[O:18])(C)(C)C.FC(F)(F)C(O)=O>ClCCl>[S:6]1(=[O:18])(=[O:19])[C:7]2=[CH:17][CH:16]=[CH:15][C:14]3=[CH:13][CH:12]=[CH:11][C:9](=[C:8]23)[NH:10][CH2:5]1. Procedure: 0.06 g of 2-tert-butyl-2,3-dihydro-naphtho[1,8-de][1,3]thiazin-1,1-dioxide is dissolved in 1 mL of dichloromethane and 0.02 mL of trifluoroacetic acid is added. Then the mixture is stirred for a total of 22 hours at reflux temperature and for 96 hours at ambient temperature, while during this period a total of 0.07 mL of trifluoroacetic acid is added. The reaction mixture is evaporated down in vacuo and purified by chromatography. Yield: 0.034 g; m.p.: 206° C.–207° C. Reactants: C(C1=CC=CC=C1)N1C(COCC1)(C(=O)OC)C (methyl 4-benzyl-3-methylmorpholine-3-carboxylate). Reagents/catalysts: [Pd] (Pd/C). Run in CCO (EtOH). Conditions: time 16 hour. Product: CC1(NCCOC1)C(=O)OC (methyl 3-methylmorpholine-3-carboxylate). RXN SMILES: C([N:8]1[CH2:13][CH2:12][O:11][CH2:10][C:9]1([CH3:18])[C:14]([O:16][CH3:17])=[O:15])C1C=CC=CC=1>CCO.[Pd]>[CH3:18][C:9]1([C:14]([O:16][CH3:17])=[O:15])[CH2:10][O:11][CH2:12][CH2:13][NH:8]1. Procedure details: Dissolve methyl 4-benzyl-3-methylmorpholine-3-carboxylate in EtOH (10 volumes) and add 10% Pd/C (0.1 eq.). Hydrogenate for 16 hours, filter through Celite®, and concentrate to give the title compound. The reactants are CON=C(C(=O)OC)c1cccnc1Oc1ccn(-c2ccc(Cl)cc2)n1, CN, CCCCC, C1CCOC1, O. The product is CNC(=O)C(=NOC)c1cccnc1Oc1ccn(-c2ccc(Cl)cc2)n1. RXN SMILES: [CH3:1][O:2][N:3]=[C:4]([C:5](=[O:6])[O:7][CH3:8])[c:9]1[c:10]([O:15][c:16]2[n:17][n:18](-[c:21]3[cH:22][cH:23][c:24]([Cl:27])[cH:25][cH:26]3)[cH:19][cH:20]2)[n:11][cH:12][cH:13][cH:14]1.[CH3:28][NH2:29].[CH3:31][CH2:32][CH2:33][CH2:34][CH3:35].[O:36]1[CH2:37][CH2:38][CH2:39][CH2:40]1.[OH2:30]>>[CH3:1][O:2][N:3]=[C:4]([C:5](=[O:6])[NH:29][CH3:28])[c:9]1[c:10]([O:15][c:16]2[n:17][n:18](-[c:21]3[cH:22][cH:23][c:24]([Cl:27])[cH:25][cH:26]3)[cH:19][cH:20]2)[n:11][cH:12][cH:13][cH:14]1. The reactants are O=C(O)CN(C)C(N)=N (creatine), C(C)O (ethanol), N1C(CCC1=O)C(=O)O (D,L-pyroglutamic acid). Solvent: C(C)(=O)OCC (ethyl acetate), C(C)(=O)OCC (ethyl acetate). Yields the product N1[C@@H](CCC1=O)C(=O)O.O=C(O)CN(C)C(N)=N (Creatine Pyroglutamate). Reaction SMILES: [O:1]=[C:2]([CH2:4][N:5]([C:7](=[NH:9])[NH2:8])[CH3:6])[OH:3].[NH:10]1[C:14](=[O:15])[CH2:13][CH2:12][CH:11]1[C:16]([OH:18])=[O:17].C(O)C>C(OCC)(=O)C>[NH:10]1[C:14](=[O:15])[CH2:13][CH2:12][C@H:11]1[C:16]([OH:18])=[O:17].[O:1]=[C:2]([CH2:4][N:5]([C:7](=[NH:8])[NH2:9])[CH3:6])[OH:3] |f:4.5|. Procedure details: According to a preferred embodiment, the aforementioned salt can be prepared by reacting creatine with an equimolar amount of D,L-pyroglutamic acid in ethyl acetate (or in a mixture of equal parts ethyl acetate and ethanol) until complete formation of the salt. The solution can be optionally concentrated and, upon cooling, the crystallized salts are filtered and washed with ethyl acetate (or a mixture of ethyl acetate and ethanol). Alternatively, the procedure can be carried on by reacting exces... Reactants: ( h ), C(=O)([O-])[O-].[K+].[K+] (K2CO3), [OH-].[Na+] (NaOH), C[N+](C)(C)C.[OH-] (TMAH), C(C)(=O)[O-] (acetate), C1(C=CC(N1)=O)=O (maleimide), ( 2 ), ( n ). Product: C1(C=CC(N1CCO)=O)=O (2-maleimidyl ethanol). Reaction SMILES: [C:1]1(=[O:7])[NH:5][C:4](=[O:6])[CH:3]=[CH:2]1.C([O-])([O-])=O.[K+].[K+].[OH-].[Na+].C[N+](C)(C)C.[OH-].[C:22]([O-])(=[O:24])[CH3:23]>>[C:4]1(=[O:6])[N:5]([CH2:23][CH2:22][OH:24])[C:1](=[O:7])[CH:2]=[CH:3]1 |f:1.2.3,4.5,6.7|. Procedure: In addition, the maleimide-based monomer of formula (2) according to the present invention may be prepared in accordance with any one of the following steps (h) to (n): (h) adding K2CO3, NaOH or TMAH aqueous solution to 2-maleimidethyl acetate of the step (a) to produce 2-maleimidyl ethanol; or (i) adding K2CO3, NaOH or TMAH aqueous solution to 3-maleimidepropyl acetate of the step (b) to produce 3-maleimidyl propanol; or (j) adding K2CO3, NaOH or TMAH aqueous solution to 1-maleimideisopropyl ac... The reactants are FC1=CC(=C(NC2=NC=CC=C2)C=C1)N (4-fluoro-2-amino-N-(2-pyridyl)aniline), COC1=CC=C(/C=C/C(=O)Cl)C=C1 ((E)-4-methoxycinnamoyl chloride), N1=C(C=CC=C1)N1C(=NC2=C1C=CC=C2)\C=C\C2=CC=CC=C2 ((E)-1-(2-pyridyl)-2-styryl-1H-benzimidazole), Cl (hydrogen chloride). Run in CO (methanol). Product: Cl.FC1=CC2=C(N(C(=N2)\C=C\C2=CC=C(C=C2)OC)C2=NC=CC=C2)C=C1 ((E)-5-Fluoro-(4-methoxystyryl)-1-(2-pyridyl)-1H-benzimidazole hydrochloride). RXN SMILES: [F:1][C:2]1[CH:14]=[CH:13][C:5]([NH:6][C:7]2[CH:12]=[CH:11][CH:10]=[CH:9][N:8]=2)=[C:4]([NH2:15])[CH:3]=1.[CH3:16][O:17][C:18]1[CH:28]=[CH:27][C:21](/[CH:22]=[CH:23]/[C:24]([Cl:26])=O)=[CH:20][CH:19]=1.N1C=CC=CC=1N1C2C=CC=CC=2N=C1/C=C/C1C=CC=CC=1.Cl>CO>[ClH:26].[F:1][C:2]1[CH:14]=[CH:13][C:5]2[N:6]([C:7]3[CH:12]=[CH:11][CH:10]=[CH:9][N:8]=3)[C:24](/[CH:23]=[CH:22]/[C:21]3[CH:20]=[CH:19][C:18]([O:17][CH3:16])=[CH:28][CH:27]=3)=[N:15][C:4]=2[CH:3]=1 |f:5.6|. Reported procedure: Free base of the titled compound was prepared from 4-fluoro-2-amino-N-(2-pyridyl)aniline and (E)-4-methoxycinnamoyl chloride according to the preparation of (E)-1-(2-pyridyl)-2-styryl-1H-benzimidazole (Example 1, method A). The free base was treated with a 10% methanol solution of hydrogen chloride and concentrated to dryness. The residue was recrystallized from ethyl acetate/ethanol to give the titled compound. MW: 381.84; mp: 204.0-206.0° C.; 1H-NMR (CDCl3) δ: 9.01 (1H, d, J=16.1 Hz), 8.86 (1H...